From a dataset of the Open Reaction Database (ORD), a public repository of structured organic reaction records. describe an organic reaction: reactants, conditions, products, and yield Starting materials: CCOC(=O)CC1CN=C(c2cc3cc(OCCOC)cc(N(C)S(=O)(=O)c4cccs4)c3[nH]2)S1, CCO, [Na+], C1CCOC1, [OH-], O=C(O)CC(O)(CC(=O)O)C(=O)O. Product: COCCOc1cc(N(C)S(=O)(=O)c2cccs2)c2[nH]c(C3=NCC(CC(=O)O)S3)cc2c1. RXN SMILES: [CH3:1][O:2][CH2:3][CH2:4][O:5][c:6]1[cH:7][c:8]2[cH:9][c:10]([C:25]3=[N:29][CH2:28][CH:27]([CH2:30][C:31](=[O:32])[O:33][CH2:34][CH3:35])[S:26]3)[nH:11][c:12]2[c:13]([N:15]([S:16](=[O:17])(=[O:18])[c:19]2[s:20][cH:21][cH:22][cH:23]2)[CH3:24])[cH:14]1.[CH3:56][CH2:57][OH:58].[Na+:37].[O:38]1[CH2:39][CH2:40][CH2:41][CH2:42]1.[OH-:36].[OH:43][C:44]([CH2:45][C:46]([C:47](=[O:48])[OH:49])([CH2:50][C:51](=[O:52])[OH:53])[OH:54])=[O:55]>>[CH3:1][O:2][CH2:3][CH2:4][O:5][c:6]1[cH:7][c:8]2[cH:9][c:10]([C:25]3=[N:29][CH2:28][CH:27]([CH2:30][C:31](=[O:32])[OH:33])[S:26]3)[nH:11][c:12]2[c:13]([N:15]([S:16](=[O:17])(=[O:18])[c:19]2[s:20][cH:21][cH:22][cH:23]2)[CH3:24])[cH:14]1. Reactants: Brc1cncc(Br)c1, CCS, [Na+], CN(C)C=O, [OH-], O. Yields the product CCSc1cncc(Br)c1. Reaction SMILES: [Br:11][c:12]1[cH:13][n:14][cH:15][c:16]([Br:17])[cH:18]1.[CH2:8]([CH3:9])[SH:10].[Na+:2].[O:3]=[CH:4][N:5]([CH3:6])[CH3:7].[OH-:1].[OH2:19]>>[CH2:8]([CH3:9])[S:10][c:12]1[cH:13][n:14][cH:15][c:16]([Br:17])[cH:18]1. The reactants are compound, C(C)(=O)C=1C=C2C3=C(N(C2=CC1)C)N(C(C(=C3)C3=CC=C(C=C3)Br)=O)C (6-acetyl-3-(4-bromophenyl)-1,9-dimethyl-1,9-dihydropyrido[2,3-b]indol-2-one), C(C(=O)OCC)(=O)OCC (diethyl oxalate). The product is C(C)OC(C(CC(=O)C=1C=C2C3=C(N(C2=CC1)C)N(C(C(=C3)C3=CC=C(C=C3)Br)=O)C)=O)=O (4-[3-(4-Bromophenyl)-1,9-dimethyl-2-oxo-2,9-dihydro-1H-pyrido[2,3-b]indol-6-yl]-2,4-dioxobutyric acid ethyl ester). RXN SMILES: [C:1]([C:4]1[CH:5]=[C:6]2[C:10](=[CH:11][CH:12]=1)[N:9]([CH3:13])[C:8]1[N:14]([CH3:26])[C:15](=[O:25])[C:16]([C:18]3[CH:23]=[CH:22][C:21]([Br:24])=[CH:20][CH:19]=3)=[CH:17][C:7]2=1)(=[O:3])[CH3:2].[C:27](OCC)(=[O:33])[C:28]([O:30][CH2:31][CH3:32])=[O:29]>>[CH2:31]([O:30][C:28](=[O:29])[C:27](=[O:33])[CH2:2][C:1]([C:4]1[CH:5]=[C:6]2[C:10](=[CH:11][CH:12]=1)[N:9]([CH3:13])[C:8]1[N:14]([CH3:26])[C:15](=[O:25])[C:16]([C:18]3[CH:19]=[CH:20][C:21]([Br:24])=[CH:22][CH:23]=3)=[CH:17][C:7]2=1)=[O:3])[CH3:32]. Procedure: The process is carried out as in Example 80 above, with the compound from Example 60B, 6-acetyl-3-(4-bromophenyl)-1,9-dimethyl-1,9-dihydropyrido[2,3-b]indol-2-one and diethyl oxalate. The reactants are C(C1=CC=CC=C1)OC=1C=C(C=CC1)CC#N (3-benzyloxyphenylacetonitrile), C[Si](C)(C)N=[N+]=[N-] (trimethylsilylazide), C(CCC)[Sn](CCCC)=O (di-n-butyltin oxide). Run in C1(=CC=CC=C1)C (toluene). Run at temperature 110 celsius. The product is C(C1=CC=CC=C1)OC=1C=C(CC2=NN=NN2)C=CC1 (5-(3-Benzyloxy-benzyl)-1,2,3,4-tetrazole). RXN SMILES: [CH2:1]([O:8][C:9]1[CH:10]=[C:11]([CH2:15][C:16]#[N:17])[CH:12]=[CH:13][CH:14]=1)[C:2]1[CH:7]=[CH:6][CH:5]=[CH:4][CH:3]=1.C[Si]([N:22]=[N+:23]=[N-:24])(C)C.C([Sn](=O)CCCC)CCC>C1(C)C=CC=CC=1>[CH2:1]([O:8][C:9]1[CH:10]=[C:11]([CH:12]=[CH:13][CH:14]=1)[CH2:15][C:16]1[NH:24][N:23]=[N:22][N:17]=1)[C:2]1[CH:3]=[CH:4][CH:5]=[CH:6][CH:7]=1. Procedure: To a stirring solution of 3-benzyloxyphenylacetonitrile (2.0 g, 8.95 mmol) in toluene (17 ml) was added trimethylsilylazide (2.37 g, 17.9 mmol) and di-n-butyltin oxide (0.22 g, 0.9 mmol). The mixture was heated at 110° C. for 48 h, and was concentrated. The reaction mixture was dissolved in ethyl acetate (100 ml) and washed two times with 10% aqueous sodium bicarbonate. The basic extracts were acidified to pH<2 with conc. HCl, and the aqueous layer was extracted with ethyl acetate. The combined ... Reactants: O (water), C (charcoal), [Se](=O)=O (selenium dioxide), C(C)(=O)C1=C(C=CC=C1)NS(=O)(=O)C1=CC=CC=C1 (N-(acetylphenyl)benzenesulphonamide), O1CCOCC1 (dioxane). Reaction conditions: temperature 80 celsius, time 4 day. The product is C(C)OC(C(=O)C=1C=C(C=CC1)NS(=O)(=O)C1=CC=CC=C1)O (N-[3-(2-ethoxy-2-hydroxyacetyl)-phenyl]-benzenesulphonamide). Isolated yield 46.0%. As a reaction SMILES: [OH2:1].C.[Se](=O)=O.C([C:9]1[CH:14]=[CH:13][CH:12]=[CH:11][C:10]=1[NH:15][S:16]([C:19]1[CH:24]=[CH:23][CH:22]=[CH:21][CH:20]=1)(=[O:18])=[O:17])(=O)C.[O:25]1[CH2:30][CH2:29][O:28][CH2:27][CH2:26]1>>[CH2:26]([O:25][CH:30]([OH:1])[C:29]([C:12]1[CH:11]=[C:10]([NH:15][S:16]([C:19]2[CH:20]=[CH:21][CH:22]=[CH:23][CH:24]=2)(=[O:17])=[O:18])[CH:9]=[CH:14][CH:13]=1)=[O:28])[CH3:27]. Procedure details: 1 ml of water, 1 g activated charcoal and 2.66 g (24 mmol) selenium dioxide was added to a solution of 1.65 g (6.00 mmol) N-(acetylphenyl)benzenesulphonamide in about 10 mL dioxane. The reaction mixture was stirred for approx. 4 d at 80° C. and then the solvent was eliminated using the rotary evaporator. The residue was dissolved in about 30 ml of ethanol and refluxed for approx. 4 h. The solvent was eliminated from the reaction mixture using the rotary evaporator, the residue was dissolved in a...